describe an organic reaction: reactants, conditions, products, and yield From a dataset of the Open Reaction Database (ORD), a public repository of structured organic reaction records. Reactants: [Cl-].[NH4+] (ammonium chloride), OCC1=C(N=NN1C1=CC=CC=C1)C(=O)N([C@H]1C[C@H](CN(C1)C(=O)OC(C)(C)C)C(=O)OC)CC(C)C (1-tert-Butyl 3-methyl(3R,5S)-5-[{[5-(hydroxymethyl)-1-phenyl-1H-1,2,3-triazol-4-yl]carbonyl}(2-methylpropyl)amino]piperidine-1,3-dicarboxylate), Cl (hydrochloric acid). The solvent is C1CCOC1 (THF), CO (methanol), O (water), [OH-].[Na+] (sodium hydroxide). Conditions: time 3 hour. Yields the product C(C)(C)(C)OC(=O)N1C[C@@H](C[C@@H](C1)N(CC(C)C)C(=O)C=1N=NN(C1CO)C1=CC=CC=C1)C(=O)O ((3R,5S)-1-(tert-butoxycarbonyl)-5-[{[5-(hydroxymethyl)-1-phenyl-1H-1,2,3-triazol-4-yl]carbonyl}(2-methylpropyl)amino]piperidine-3-carboxylic acid). The yield is 99.6%. Reaction SMILES: [OH:1][CH2:2][C:3]1[N:7]([C:8]2[CH:13]=[CH:12][CH:11]=[CH:10][CH:9]=2)[N:6]=[N:5][C:4]=1[C:14]([N:16]([CH2:34][CH:35]([CH3:37])[CH3:36])[C@@H:17]1[CH2:22][N:21]([C:23]([O:25][C:26]([CH3:29])([CH3:28])[CH3:27])=[O:24])[CH2:20][C@H:19]([C:30]([O:32]C)=[O:31])[CH2:18]1)=[O:15].[Cl-].[NH4+].Cl>C1COCC1.CO.O.[OH-].[Na+]>[C:26]([O:25][C:23]([N:21]1[CH2:22][C@@H:17]([N:16]([C:14]([C:4]2[N:5]=[N:6][N:7]([C:8]3[CH:13]=[CH:12][CH:11]=[CH:10][CH:9]=3)[C:3]=2[CH2:2][OH:1])=[O:15])[CH2:34][CH:35]([CH3:37])[CH3:36])[CH2:18][C@@H:19]([C:30]([OH:32])=[O:31])[CH2:20]1)=[O:24])([CH3:28])([CH3:29])[CH3:27] |f:1.2,7.8|. Procedure details: 1-tert-Butyl 3-methyl(3R,5S)-5-[{[5-(hydroxymethyl)-1-phenyl-1H-1,2,3-triazol-4-yl]carbonyl}(2-methylpropyl)amino]piperidine-1,3-dicarboxylate (2.25 g) was dissolved in THF (10 ml)-methanol (10 ml)-water (8 ml), 8M aqueous sodium hydroxide solution (1.5 ml) was added and the reaction mixture was stirred at room temperature for 3 hr. The reaction mixture was neutralized with saturated aqueous ammonium chloride solution, acidified with 1M hydrochloric acid and extracted with ethyl acetate. The ext... Starting materials: O=C(O)Cn1cncc(NC(=O)OCc2ccccc2)c1=O, NC(Cc1ccccc1)C(O)C(F)(F)F, CN(C)C=O, On1nnc2ccccc21. The product is O=C(Cn1cncc(NC(=O)OCc2ccccc2)c1=O)NC(Cc1ccccc1)C(O)C(F)(F)F. RXN SMILES: [CH2:1]([c:2]1[cH:3][cH:4][cH:5][cH:6][cH:7]1)[O:8][C:9](=[O:10])[NH:11][c:12]1[cH:13][n:14][cH:15][n:16]([CH2:19][C:20](=[O:21])[OH:22])[c:17]1=[O:18].[NH2:23][CH:24]([CH:25]([C:26]([F:27])([F:28])[F:29])[OH:30])[CH2:31][c:32]1[cH:33][cH:34][cH:35][cH:36][cH:37]1.[O:48]=[CH:49][N:50]([CH3:51])[CH3:52].[OH:38][n:39]1[c:40]2[c:41]([cH:42][cH:43][cH:44][cH:45]2)[n:46][n:47]1>>[CH2:1]([c:2]1[cH:3][cH:4][cH:5][cH:6][cH:7]1)[O:8][C:9](=[O:10])[NH:11][c:12]1[cH:13][n:14][cH:15][n:16]([CH2:19][C:20](=[O:22])[NH:23][CH:24]([CH:25]([C:26]([F:27])([F:28])[F:29])[OH:30])[CH2:31][c:32]2[cH:33][cH:34][cH:35][cH:36][cH:37]2)[c:17]1=[O:18]. Starting materials: Cc1c(NC2CC3CCC(C2)N3Cc2ccccc2)ccc2c1cnn2C1CCCCO1, ClCCl, [Na+], O=C(O)C(F)(F)F, O=C([O-])O. Yields the product Cc1c(NC2CC3CCC(C2)N3Cc2ccccc2)ccc2[nH]ncc12. As a reaction SMILES: [CH2:8]([c:9]1[cH:10][cH:11][cH:12][cH:13][cH:14]1)[N:15]1[CH:16]2[CH2:17][CH:18]([NH:23][c:24]3[c:25]([CH3:39])[c:26]4[cH:27][n:28][n:29]([CH:33]5[CH2:34][CH2:35][CH2:36][CH2:37][O:38]5)[c:30]4[cH:31][cH:32]3)[CH2:19][CH:20]1[CH2:21][CH2:22]2.[Cl:45][CH2:46][Cl:47].[Na+:40].[OH:1][C:2]([C:3]([F:4])([F:5])[F:6])=[O:7].[OH:41][C:42](=[O:43])[O-:44]>>[CH2:8]([c:9]1[cH:10][cH:11][cH:12][cH:13][cH:14]1)[N:15]1[CH:16]2[CH2:17][CH:18]([NH:23][c:24]3[c:25]([CH3:39])[c:26]4[cH:27][n:28][nH:29][c:30]4[cH:31][cH:32]3)[CH2:19][CH:20]1[CH2:21][CH2:22]2. The reactants are Cc1sc(C(=O)OCc2ccccc2)cc1N, CCN(C(C)C)C(C)C, Cl, C1CCOC1, O, O=C(Cl)Cc1ccccc1. Product: Cc1sc(C(=O)OCc2ccccc2)cc1NC(=O)Cc1ccccc1. RXN SMILES: [CH2:11]([c:12]1[cH:13][cH:14][cH:15][cH:16][cH:17]1)[O:18][C:19](=[O:20])[c:21]1[s:22][c:23]([CH3:27])[c:24]([NH2:26])[cH:25]1.[CH:28]([N:29]([CH:30]([CH3:31])[CH3:32])[CH2:33][CH3:34])([CH3:35])[CH3:36].[ClH:37].[O:38]1[CH2:39][CH2:40][CH2:41][CH2:42]1.[OH2:43].[c:1]1([CH2:7][C:8](=[O:9])[Cl:10])[cH:2][cH:3][cH:4][cH:5][cH:6]1>>[c:1]1([CH2:7][C:8](=[O:9])[NH:26][c:24]2[c:23]([CH3:27])[s:22][c:21]([C:19]([O:18][CH2:11][c:12]3[cH:13][cH:14][cH:15][cH:16][cH:17]3)=[O:20])[cH:25]2)[cH:2][cH:3][cH:4][cH:5][cH:6]1. Starting materials: C(C)(=O)[O-].[NH4+] (ammonium acetate), C(C)(=O)O (acetic acid), ClC1=C(C=CC=O)C=C(C=C1)[N+](=O)[O-] (2-chloro-5-nitrocinnamaldehyde), C(#N)CC(=O)OC (methyl cyanoacetate). Run in C1(=CC=CC=C1)C (toluene), O (water). Yields the product ClC1=C(C=C(C=C1)[N+](=O)[O-])\C=C\C=C(C(=O)OC)C#N (1-(2-Chloro-5-nitrophenyl)-4-cyano-4-methoxycarbonyltrans-buta-1,3-diene). RXN SMILES: [Cl:1][C:2]1[CH:11]=[CH:10][C:9]([N+:12]([O-:14])=[O:13])=[CH:8][C:3]=1[CH:4]=[CH:5][CH:6]=O.[C:15]([CH2:17][C:18]([O:20][CH3:21])=[O:19])#[N:16].C([O-])(=O)C.[NH4+].C(O)(=O)C>C1(C)C=CC=CC=1.O>[Cl:1][C:2]1[CH:11]=[CH:10][C:9]([N+:12]([O-:14])=[O:13])=[CH:8][C:3]=1/[CH:4]=[CH:5]/[CH:6]=[C:17]([C:15]#[N:16])[C:18]([O:20][CH3:21])=[O:19] |f:2.3|. Procedure: 15 g (70 millimoles) of 2-chloro-5-nitrocinnamaldehyde (mp. 115°-117° C.) and 10 g (0.1 mole) of methyl cyanoacetate in 200 ml of toluene were heated under a water separator in the presence of 1 g of ammonium acetate and 1 ml of acetic acid until water no longer distilled over. The product crystallized out on cooling. After the usual working up procedure, 58% of the product of melting point 193°-194° C. remained. Reactants: CC(C)N=C=NC(C)C, ClCCl, NCCN1CCCC1, O=C(O)c1ccc(-c2nnc(CSCCOc3ccccc3)o2)cc1, O, On1nnc2ccccc21. Yields the product O=C(NCCN1CCCC1)c1ccc(-c2nnc(CSCCOc3ccccc3)o2)cc1. RXN SMILES: [CH:45]([N:46]=[C:47]=[N:48][CH:49]([CH3:50])[CH3:51])([CH3:52])[CH3:53].[Cl:54][CH2:55][Cl:56].[NH2:37][CH2:38][CH2:39][N:40]1[CH2:41][CH2:42][CH2:43][CH2:44]1.[O:1]([c:2]1[cH:3][cH:4][cH:5][cH:6][cH:7]1)[CH2:8][CH2:9][S:10][CH2:11][c:12]1[n:13][n:14][c:15](-[c:17]2[cH:18][cH:19][c:20]([C:21](=[O:22])[OH:23])[cH:24][cH:25]2)[o:16]1.[OH2:26].[OH:27][n:28]1[c:29]2[cH:30][cH:31][cH:32][cH:33][c:34]2[n:35][n:36]1>>[O:1]([c:2]1[cH:3][cH:4][cH:5][cH:6][cH:7]1)[CH2:8][CH2:9][S:10][CH2:11][c:12]1[n:13][n:14][c:15](-[c:17]2[cH:18][cH:19][c:20]([C:21](=[O:23])[NH:37][CH2:38][CH2:39][N:40]3[CH2:41][CH2:42][CH2:43][CH2:44]3)[cH:24][cH:25]2)[o:16]1. The reactants are COC1=CC(=NC(=C1)C#N)C1=NC=CC=C1 (4-Methoxy-[2,2′]bipyridinyl-6-carbonitrile), C(=O)[O-].[NH4+] (ammonium formate), C(C)O (ethanol). The reagents and catalysts are [OH-].[Pd+2].[OH-].[Pd] (Palladium hydroxide Pd). Run in O (water). Conditions: temperature 27 celsius, time 2 hour. Product: COC1=CC(=NC(=C1)CN)C1=NC=CC=C1 (C-(4-Methoxy-[2,2′]bipyridinyl-6-yl)-methylamine). As a reaction SMILES: [CH3:1][O:2][C:3]1[CH:8]=[C:7]([C:9]#[N:10])[N:6]=[C:5]([C:11]2[CH:16]=[CH:15][CH:14]=[CH:13][N:12]=2)[CH:4]=1.C([O-])=O.[NH4+].C(O)C>O.[OH-].[Pd+2].[OH-].[Pd]>[CH3:1][O:2][C:3]1[CH:8]=[C:7]([CH2:9][NH2:10])[N:6]=[C:5]([C:11]2[CH:16]=[CH:15][CH:14]=[CH:13][N:12]=2)[CH:4]=1 |f:1.2,5.6.7.8|. Procedure: A mixture of 4-Methoxy-[2,2′]bipyridinyl-6-carbonitrile (1.0 g, 4.73 mmol), Palladium hydroxide-Pd 20%-50% in water (0.66 g, excess), ammonium formate (1.5 g, excess) and ethanol (60 mL) was stirred at 27° C. for 2 hours. The reaction was then filtered thorough celite, washed with methanol (150 mL) and dichloromethane (150 mL) and the organic phase evaporated to dryness affording C-(4-Methoxy-[2,2′]bipyridinyl-6-yl)-methylamine as an orange oil (0.80 g, 45%, in a ratio 72 to 28 product vs. bypro...